Dataset: the Open Reaction Database (ORD), a public repository of structured organic reaction records. Task: describe an organic reaction: reactants, conditions, products, and yield Reactants: CCOC(=O)N1CCC(NC)CC1, CN(C)c1ccnc(Cl)n1, ClC(Cl)Cl, O. The product is CCOC(=O)N1CCC(NCc2nccc(N(C)C)n2)CC1. RXN SMILES: [CH3:1][NH:2][CH:3]1[CH2:4][CH2:5][N:6]([C:9](=[O:10])[O:11][CH2:12][CH3:13])[CH2:7][CH2:8]1.[Cl:14][c:15]1[n:16][cH:17][cH:18][c:19]([N:21]([CH3:22])[CH3:23])[n:20]1.[Cl:25][CH:26]([Cl:27])[Cl:28].[OH2:24]>>[CH2:1]([NH:2][CH:3]1[CH2:4][CH2:5][N:6]([C:9](=[O:10])[O:11][CH2:12][CH3:13])[CH2:7][CH2:8]1)[c:15]1[n:16][cH:17][cH:18][c:19]([N:21]([CH3:22])[CH3:23])[n:20]1.